Dataset: the Open Reaction Database (ORD), a public repository of structured organic reaction records. Task: describe an organic reaction: reactants, conditions, products, and yield Starting materials: O=C([O-])[O-], CN(C)C=O, NC(N)=Nc1nc(-c2cccc(CCl)n2)cs1, [K+], [K+], O, Sc1nc2ccccc2[nH]1. The product is NC(N)=Nc1nc(-c2cccc(CSc3nc4ccccc4[nH]3)n2)cs1. RXN SMILES: [C:28](=[O:29])([O-:30])[O-:31].[CH3:35][N:36]([CH3:37])[CH:38]=[O:39].[Cl:1][CH2:2][c:3]1[cH:4][cH:5][cH:6][c:7](-[c:9]2[n:10][c:11]([N:14]=[C:15]([NH2:16])[NH2:17])[s:12][cH:13]2)[n:8]1.[K+:32].[K+:33].[OH2:34].[SH:18][c:19]1[nH:20][c:21]2[c:22]([n:23]1)[cH:24][cH:25][cH:26][cH:27]2>>[CH2:2]([c:3]1[cH:4][cH:5][cH:6][c:7](-[c:9]2[n:10][c:11]([N:14]=[C:15]([NH2:16])[NH2:17])[s:12][cH:13]2)[n:8]1)[S:18][c:19]1[n:20][c:21]2[c:22]([nH:23]1)[cH:24][cH:25][cH:26][cH:27]2. The reactants are CNC(=S)NCCCCC=1SC=CN1 (N-Methyl-N'-[4-(2-thiazolyl)butyl]thiourea), CI (methyl iodide), I (hydriodide), I (hydriodic acid). Run in CO (methanol). Yields the product I.I.CNC(SC)=NCCCCC=1SC=CN1 (N,S-dimethyl-N'-[4-(2-thiazolyl)butyl]isothiourea dihydriodide). RXN SMILES: [CH3:1][NH:2][C:3]([NH:5][CH2:6][CH2:7][CH2:8][CH2:9][C:10]1[S:11][CH:12]=[CH:13][N:14]=1)=[S:4].[IH:15].[CH3:16]I>CO>[IH:15].[IH:15].[CH3:1][NH:2][C:3](=[N:5][CH2:6][CH2:7][CH2:8][CH2:9][C:10]1[S:11][CH:12]=[CH:13][N:14]=1)[S:4][CH3:16] |f:4.5.6|. Procedure details: N-Methyl-N'-[4-(2-thiazolyl)butyl]thiourea was converted into its hydriodide salt with 66% hydriodic acid. This salt was dissolved in methanol, methyl iodide added and the solution heated under reflux for 2 hours. Concentration and crystallisation of the resultant oil gave N,S-dimethyl-N'-[4-(2-thiazolyl)butyl]isothiourea dihydriodide. Reaction of this isothiourea with hydroxylamine by the procedure of Example 1 (ii) gave the title product. Reactants: CN1N=C(C=C1C(F)(F)F)OS(=O)(=O)C1=CC=C(C=C1)C (toluene-4-sulfonic acid 1-methyl-5-trifluoromethyl-1H-pyrazol-3-yl ester), C#CCCCCC (1-heptyne). Solvent: CCCCCCC.C(Cl)Cl (heptane DCM). Product: C(#CCCCCC)C1=NN(C(=C1)C(F)(F)F)C (3-Hept-1-ynyl-1-methyl-5-trifluoromethyl-1H-pyrazole). RXN SMILES: [CH3:1][N:2]1[C:6]([C:7]([F:10])([F:9])[F:8])=[CH:5][C:4](OS(C2C=CC(C)=CC=2)(=O)=O)=[N:3]1.[CH:22]#[C:23][CH2:24][CH2:25][CH2:26][CH2:27][CH3:28]>CCCCCCC.C(Cl)Cl>[C:22]([C:4]1[CH:5]=[C:6]([C:7]([F:8])([F:9])[F:10])[N:2]([CH3:1])[N:3]=1)#[C:23][CH2:24][CH2:25][CH2:26][CH2:27][CH3:28] |f:2.3|. Reported procedure: This product was prepared from toluene-4-sulfonic acid 1-methyl-5-trifluoromethyl-1H-pyrazol-3-yl ester and 1-heptyne following the general procedure for the Sonogashira cross-coupling reaction described above. Chromatography eluent: heptane/DCM 7:3; yield (100 mg, 82%); 1H NMR δ (CDCl3): 6.63 (s, 1H), 3.95 (s, 3H), 2.38 (t, J=7.34 Hz, 2H), 1.64-1.56 (m, 2H), 1.46-1.28 (m, 4H), 0.90 (t, J=7.36 Hz, 3H); LCMS m/z: 244. The reactants are C1CCOC1, CC(C)[N-]C(C)C, [Cl-], [Li+], [Li+], Cn1c(NCC(=O)Cc2ccccc2)nc(-c2ccncc2)c(-c2ccc3ccccc3c2)c1=O. Yields the product Cn1c(NCC(O)Cc2ccccc2)nc(-c2ccncc2)c(-c2ccc3ccccc3c2)c1=O. Reaction SMILES: [CH2:46]1[O:47][CH2:48][CH2:49][CH2:50]1.[CH3:37][CH:38]([N-:39][CH:40]([CH3:41])[CH3:42])[CH3:43].[Cl-:45].[Li+:36].[Li+:44].[c:1]1([CH2:7][C:8]([CH2:9][NH:10][c:11]2[n:12][c:13](-[c:29]3[cH:30][cH:31][n:32][cH:33][cH:34]3)[c:14](-[c:19]3[cH:20][c:21]4[cH:22][cH:23][cH:24][cH:25][c:26]4[cH:27][cH:28]3)[c:15](=[O:18])[n:16]2[CH3:17])=[O:35])[cH:2][cH:3][cH:4][cH:5][cH:6]1>>[c:1]1([CH2:7][CH:8]([CH2:9][NH:10][c:11]2[n:12][c:13](-[c:29]3[cH:30][cH:31][n:32][cH:33][cH:34]3)[c:14](-[c:19]3[cH:20][c:21]4[cH:22][cH:23][cH:24][cH:25][c:26]4[cH:27][cH:28]3)[c:15](=[O:18])[n:16]2[CH3:17])[OH:35])[cH:2][cH:3][cH:4][cH:5][cH:6]1. The reactants are CCNCCO, [Cl-], O=C(Cl)c1ccc(F)c(Cl)c1F, ClCCl, [Na+], [OH-]. Yields the product CCN(CCO)C(=O)c1ccc(F)c(Cl)c1F. RXN SMILES: [CH2:13]([CH3:14])[NH:15][CH2:16][CH2:17][OH:18].[Cl-:19].[Cl:1][c:2]1[c:3]([F:12])[c:4]([C:5](=[O:6])[Cl:7])[cH:8][cH:9][c:10]1[F:11].[Cl:20][CH2:21][Cl:22].[Na+:24].[OH-:23]>>[Cl:1][c:2]1[c:3]([F:12])[c:4]([C:5](=[O:6])[N:15]([CH2:13][CH3:14])[CH2:16][CH2:17][OH:18])[cH:8][cH:9][c:10]1[F:11].